Dataset: the Open Reaction Database (ORD), a public repository of structured organic reaction records. Task: describe an organic reaction: reactants, conditions, products, and yield Reactants: COC(=O)c1ccc(S(C)(=O)=O)c(CBr)c1Cl, C[N+]1([O-])CCOCC1, CC#N. As a reaction SMILES: [Br:1][CH2:2][c:3]1[c:4]([Cl:17])[c:5]([C:6](=[O:7])[O:8][CH3:9])[cH:10][cH:11][c:12]1[S:13](=[O:14])(=[O:15])[CH3:16].[CH3:18][N+:19]1([O-:20])[CH2:21][CH2:22][O:23][CH2:24][CH2:25]1.[CH3:26][C:27]#[N:28]>>[CH:2]([c:3]1[c:4]([Cl:17])[c:5]([C:6](=[O:7])[O:8][CH3:9])[cH:10][cH:11][c:12]1[S:13](=[O:14])(=[O:15])[CH3:16])=[O:20]. Product: COC(=O)c1ccc(S(C)(=O)=O)c(C=O)c1Cl. The reactants are C(C=C)OC1=CC=CC2=C1C(=C(O2)C(=O)N)C (4-Allyloxy-3-methyl-benzofuran-2-carboxylic acid amide), C([O-])(O)=O.[Na+] (sodium bicarbonate), BrCC(C(=O)OCC)=O (ethyl bromopyruvate), FC(C(=O)OC(C(F)(F)F)=O)(F)F (trifluoroacetic anhydride). Solvent: O1CCCC1 (tetrahydrofuran). Product: C(C)OC(=O)C=1N=C(OC1)C=1OC2=C(C1C)C(=CC=C2)OCC=C (2-(4-allyloxy-3-methyl-benzofuran-2-yl)-oxazole-4-carboxylic acid ethyl ester). As a reaction SMILES: [CH2:1]([O:4][C:5]1[C:10]2[C:11]([CH3:17])=[C:12]([C:14]([NH2:16])=[O:15])[O:13][C:9]=2[CH:8]=[CH:7][CH:6]=1)[CH:2]=[CH2:3].C(=O)(O)[O-].[Na+].Br[CH2:24][C:25](=O)[C:26]([O:28][CH2:29][CH3:30])=[O:27].FC(F)(F)C(OC(=O)C(F)(F)F)=O>O1CCCC1>[CH2:29]([O:28][C:26]([C:25]1[N:16]=[C:14]([C:12]2[O:13][C:9]3[CH:8]=[CH:7][CH:6]=[C:5]([O:4][CH2:1][CH:2]=[CH2:3])[C:10]=3[C:11]=2[CH3:17])[O:15][CH:24]=1)=[O:27])[CH3:30] |f:1.2|. Procedure details: 4-Allyloxy-3-methyl-benzofuran-2-carboxylic acid amide (3370 mg) in tetrahydrofuran (60 ml) was treated with sodium bicarbonate (5.58 g) and ethyl bromopyruvate (2.20 ml) followed by trifluoroacetic anhydride (5.63 ml) to give 2-(4-allyloxy-3-methyl-benzofuran-2-yl)-oxazole-4-carboxylic acid ethyl ester as a white solid [2443 mg, EI-MS: m/z 327 (M+)] as mentioned in Example 77.